Dataset: the Open Reaction Database (ORD), a public repository of structured organic reaction records. Task: describe an organic reaction: reactants, conditions, products, and yield Reactants: C(C)(=O)O[C@@H]1CNCC1 ((S)-3-acetoxypyrrolidine), C(C#C)N1C(CCC1)=O (N-propargyl-2-pyrrolidinone), C=O (paraformaldehyde), cupric chloride. Run in O1CCOCC1 (dioxane). Yields the product C(C)(=O)O[C@@H]1CN(CC1)CC#CCN1C(CCC1)=O ((S)-1-[4-[3-(Acetyloxy)-1-pyrrolidinyl]-2-butynyl]-2-pyrrolidinone). Yield: 47.9%. RXN SMILES: [C:1]([O:4][C@H:5]1[CH2:9][CH2:8][NH:7][CH2:6]1)(=[O:3])[CH3:2].[CH2:10]([N:13]1[CH2:17][CH2:16][CH2:15][C:14]1=[O:18])[C:11]#[CH:12].[CH2:19]=O>O1CCOCC1>[C:1]([O:4][C@H:5]1[CH2:9][CH2:8][N:7]([CH2:19][C:12]#[C:11][CH2:10][N:13]2[CH2:17][CH2:16][CH2:15][C:14]2=[O:18])[CH2:6]1)(=[O:3])[CH3:2]. Procedure: A mixture of 500 mg of (S)-3-acetoxypyrrolidine, 530 mg of N-propargyl-2-pyrrolidinone, 150 mg of paraformaldehyde and 50 mg of cupric chloride in 10 ml of dioxane was stirred at reflux under argon for 4 hours. The dioxane was evaporated, the residue was treated with 5 ml of 1N hydrochloric acid and extracted twice with ether. The aqueous acid was basified with 1 g of sodium bicarbonate and extracted twice with dichloromethane. The extracts were combined, dried, filtered and concentrated in vacu... Reactants: ClC1=NC=CC(=C1)C1CCN(CC1)C(=O)OC(C)(C)C (tert-butyl 4-(2-chloropyridin-4-yl)piperidine-1-carboxylate), N (ammonia), N (ammonia). Reagents/catalysts: [Cu-]=O (copper(I) oxide). Product: N1CCC(CC1)C1=CC(=NC=C1)N (4-(piperidin-4-yl)pyridin-2-amine). Yield: 36.0%. Reaction SMILES: Cl[C:2]1[CH:7]=[C:6]([CH:8]2[CH2:13][CH2:12][N:11](C(OC(C)(C)C)=O)[CH2:10][CH2:9]2)[CH:5]=[CH:4][N:3]=1.[NH3:21]>[Cu-]=O>[NH:11]1[CH2:12][CH2:13][CH:8]([C:6]2[CH:5]=[CH:4][N:3]=[C:2]([NH2:21])[CH:7]=2)[CH2:9][CH2:10]1. Reported procedure: To a stirred solution of tert-butyl 4-(2-chloropyridin-4-yl)piperidine-1-carboxylate (24 g, 0.08 mol, 1 equiv) in ammonia (250 mL) was added copper(I) oxide (5 g, 0.03 mols, 0.4 equiv.) and stirred 10 h at 200° C. under 2.2 MPa of ammonia. The reaction was monitored by LC-MS to completion. The mixture was cooled, extracted with dichloromethane (5×250 mL), dried over Na2SO4, then concentrated to obtain compound 4-(piperidin-4-yl)pyridin-2-amine (8.5 g, 36%). Reactants: Cl (hydrochloric acid), C(C=C)OC(=O)N1C[C@@H](C[C@H]1CC=1N=CN2C1SC=C2)O[Si](C)(C)C(C)(C)C ((3R,5R)-1-allyloxycarbonyl-3-t-butyldimethylsilyloxy-5-(imidazo[5,1-b]thiazol-7-yl)methylpyrrolidine), C(O)([O-])=O.[Na+] (sodium hydrogencarbonate). Run in C(C)(=O)OCC (ethyl acetate), C(C)#N (acetonitrile). Run at time 20 minute. The product is C(C=C)OC(=O)N1C[C@@H](C[C@H]1CC=1N=CN2C1SC=C2)O ((3R,5R)-1-allyloxycarbonyl-3-hydroxy-5-(imidazo[5,1-b]thiazol-7-yl)methylpyrrolidine). Isolated yield 107.9%. Reaction SMILES: Cl.[CH2:2]([O:5][C:6]([N:8]1[C@H:12]([CH2:13][C:14]2[N:15]=[CH:16][N:17]3[CH:21]=[CH:20][S:19][C:18]=23)[CH2:11][C@@H:10]([O:22][Si](C(C)(C)C)(C)C)[CH2:9]1)=[O:7])[CH:3]=[CH2:4].C(=O)([O-])O.[Na+]>C(#N)C.C(OCC)(=O)C>[CH2:2]([O:5][C:6]([N:8]1[C@H:12]([CH2:13][C:14]2[N:15]=[CH:16][N:17]3[CH:21]=[CH:20][S:19][C:18]=23)[CH2:11][C@@H:10]([OH:22])[CH2:9]1)=[O:7])[CH:3]=[CH2:4] |f:2.3|. Procedure: Concentrated hydrochloric acid (0.204 ml) is added dropwise to a solution of 206 mg of (3R,5R)-1-allyloxycarbonyl-3-t-butyldimethylsilyloxy-5-(imidazo[5,1-b]thiazol-7-yl)methylpyrrolidine in 5 ml of dry acetonitrile under ice cooling, and the mixture is stirred at that temperature for 20 min. The reaction solution is diluted with 20 ml of ethyl acetate, saline is added to the diluted solution, the mixture is adjusted to pH 9 by addition of a saturated aqueous sodium hydrogencarbonate solution, a... Reactants: RuClCp, [OH-].[K+] (KOH), N1=C(C=CC=C1)C1=NC=CC=C1 (2,2′-bipyridyl), C(C1=CC=CC=C1)=CC(C)=O (benzalacetone), [H][H] (Hydrogen). The solvent is CC(C)O (2-propanol). Conditions: time 18 hour. Product: C1(=CC=CC=C1)CCC(C)=O (4-phenyl-2-butanone). The yield is 87.7%. As a reaction SMILES: [OH-].[K+].N1C=CC=CC=1C1C=CC=CN=1.[CH:15](=[CH:22][C:23](=[O:25])[CH3:24])[C:16]1[CH:21]=[CH:20][CH:19]=[CH:18][CH:17]=1.[H][H]>CC(O)C>[C:16]1([CH2:15][CH2:22][C:23](=[O:25])[CH3:24])[CH:21]=[CH:20][CH:19]=[CH:18][CH:17]=1 |f:0.1|. Procedure details: RuClCp* (cod) (3.8 mg, 0.01 mmol), KOH (0.04 mmol), 2,2′-bipyridyl (3.1 mg, 0.02 mmol) and benzalacetone (730.95 mg, 5.0 mmol) were dissolved into 10 ml of 2-propanol, and deaerated by argon substitution, after which the total amount of the resulting mixture was transferred into a 100-milliliter metallic autoclave. Hydrogen was then charged to a predetermined pressure (4 atm), and the reaction was started at room temperature (28° C.) After the reaction solution was stirred for 18 hours, the reac... Product: COc1ccc2c(c1)C(CCC#N)CC2. The reactants are COc1ccc2c(c1)C(CCBr)CC2, CS(C)=O, N#C[Na], O. Reaction SMILES: [Br:1][CH2:2][CH2:3][CH:4]1[CH2:5][CH2:6][c:7]2[cH:8][cH:9][c:10]([O:13][CH3:14])[cH:11][c:12]21.[CH3:19][S:20](=[O:21])[CH3:22].[Na:15][C:16]#[N:17].[OH2:18]>>[CH2:2]([CH2:3][CH:4]1[CH2:5][CH2:6][c:7]2[cH:8][cH:9][c:10]([O:13][CH3:14])[cH:11][c:12]21)[C:16]#[N:17].